The task is: describe an organic reaction: reactants, conditions, products, and yield. This data is from the Open Reaction Database (ORD), a public repository of structured organic reaction records. Reactants: CN(C)c1ccncc1, CCOC(C)=O, COc1c(F)c(I)c(C)c(C(N)=O)c1NC(=O)C(C)(C)C, O=S(=O)(OS(=O)(=O)C(F)(F)F)C(F)(F)F, c1ccncc1. The product is COc1c(F)c(I)c(C)c(C#N)c1NC(=O)C(C)(C)C. As a reaction SMILES: [CH3:43][N:44]([CH3:45])[c:46]1[cH:47][cH:48][n:49][cH:50][cH:51]1.[CH3:52][CH2:53][O:54][C:55](=[O:56])[CH3:57].[CH3:7][C:8]([C:9](=[O:10])[NH:11][c:12]1[c:13]([C:14](=[O:15])[NH2:16])[c:17]([CH3:25])[c:18]([I:24])[c:19]([F:23])[c:20]1[O:21][CH3:22])([CH3:26])[CH3:27].[F:28][C:29]([F:30])([F:31])[S:32]([O:33][S:34]([C:35]([F:36])([F:37])[F:38])(=[O:39])=[O:40])(=[O:41])=[O:42].[cH:1]1[cH:2][cH:3][n:4][cH:5][cH:6]1>>[CH3:7][C:8]([C:9](=[O:10])[NH:11][c:12]1[c:13]([C:14]#[N:16])[c:17]([CH3:25])[c:18]([I:24])[c:19]([F:23])[c:20]1[O:21][CH3:22])([CH3:26])[CH3:27].